Dataset: the Open Reaction Database (ORD), a public repository of structured organic reaction records. Task: describe an organic reaction: reactants, conditions, products, and yield The reactants are NC=1C=C2C=CN(C2=CC1)C1=CC=C(C(=O)O)C=C1 (4-(5-amino-1H-indol-1-yl)benzoic acid), C1(CC1)N (cyclopropaneamine), OCCN(C)C1=CC=C(C(=O)O)C=C1 (4-(N-2-hydroxyethyl-N-methylamino)benzoic acid). Product: C1(CC1)NC(C1=CC=C(C=C1)N1C=CC2=CC(=CC=C12)NC(C1=CC=C(C=C1)N(C)CCO)=O)=O (N-Cyclopropyl-4-(5-(4-((2-hydroxyethyl)(methyl)amino)benzamido)-1H-indol-1-yl)benzamide). Reaction SMILES: [NH2:1][C:2]1[CH:3]=[C:4]2[C:8](=[CH:9][CH:10]=1)[N:7]([C:11]1[CH:19]=[CH:18][C:14]([C:15]([OH:17])=O)=[CH:13][CH:12]=1)[CH:6]=[CH:5]2.[CH:20]1([NH2:23])[CH2:22][CH2:21]1.[OH:24][CH2:25][CH2:26][N:27]([C:29]1[CH:37]=[CH:36][C:32]([C:33](O)=[O:34])=[CH:31][CH:30]=1)[CH3:28]>>[CH:20]1([NH:23][C:15](=[O:17])[C:14]2[CH:18]=[CH:19][C:11]([N:7]3[C:8]4[C:4](=[CH:3][C:2]([NH:1][C:33](=[O:34])[C:32]5[CH:31]=[CH:30][C:29]([N:27]([CH2:26][CH2:25][OH:24])[CH3:28])=[CH:37][CH:36]=5)=[CH:10][CH:9]=4)[CH:5]=[CH:6]3)=[CH:12][CH:13]=2)[CH2:22][CH2:21]1. Procedure: Compound 952 was prepared according to the procedure described in Scheme IV from 4-(5-amino-1H-indol-1-yl)benzoic acid, cyclopropaneamine, and 4-(N-2-hydroxyethyl-N-methylamino)benzoic acid. [M+H]+ calcd for C28H28N4O3: 469.22; found 468.96. The reactants are C(C1=CC=CC=C1)OC1=C(N=C2N(C1=O)CCNC2(C)C)C(=O)NCC2=CC=C(C=C2)F (3-(Benzyloxy)-N-(4-fluorobenzyl)-9,9-dimethyl-4-oxo-6,7,8,9-tetrahydro-4H-pyrazino[1,2-a]pyrimidine-2-carboxamide), C(=O)([O-])[O-].[K+].[K+] (K2CO3), BrCC(=O)OC(C)(C)C (tert-butyl bromoacetate). The solvent is CN(C)C=O (DMF). Conditions: temperature 45 celsius. Yields the product C(C1=CC=CC=C1)OC1=C(N=C2N(C1=O)CCN(C2(C)C)CC(=O)OC(C)(C)C)C(=O)NCC2=CC=C(C=C2)F (tert-Butyl (3-(benzyloxy)-2-{[(4-fluorobenzyl)amino]carbonyl}-9,9-dimethyl-4-oxo-4,6,7,9-tetrahydro-8H-pyrazino[1,2-a]pyrimidin-8-yl)acetate). RXN SMILES: [CH2:1]([O:8][C:9]1[C:14](=[O:15])[N:13]2[CH2:16][CH2:17][NH:18][C:19]([CH3:21])([CH3:20])[C:12]2=[N:11][C:10]=1[C:22]([NH:24][CH2:25][C:26]1[CH:31]=[CH:30][C:29]([F:32])=[CH:28][CH:27]=1)=[O:23])[C:2]1[CH:7]=[CH:6][CH:5]=[CH:4][CH:3]=1.C([O-])([O-])=O.[K+].[K+].Br[CH2:40][C:41]([O:43][C:44]([CH3:47])([CH3:46])[CH3:45])=[O:42]>CN(C=O)C>[CH2:1]([O:8][C:9]1[C:14](=[O:15])[N:13]2[CH2:16][CH2:17][N:18]([CH2:40][C:41]([O:43][C:44]([CH3:47])([CH3:46])[CH3:45])=[O:42])[C:19]([CH3:21])([CH3:20])[C:12]2=[N:11][C:10]=1[C:22]([NH:24][CH2:25][C:26]1[CH:27]=[CH:28][C:29]([F:32])=[CH:30][CH:31]=1)=[O:23])[C:2]1[CH:7]=[CH:6][CH:5]=[CH:4][CH:3]=1 |f:1.2.3|. Reported procedure: A mixture of 3-(benzyloxy)-N-(4-fluorobenzyl)-9,9-dimethyl-4-oxo-6,7,8,9-tetrahydro-4H-pyrazino[1,2-a]pyrimidine-2-carboxamide (prepared as described in Example 3, Step 1) (1 eq.), K2CO3 (2 eq.) and tert-butyl bromoacetate (3 eq.) in DMF was heated for 24 hours at 45° C. and then cooled to room temperature. Solvent was removed under reduced pressure and the residue was taken up in EtOAc and washed with brine, dried (Na2SO4), filtered and concentrated under reduced pressure to yield the ester. MS... Reactants: CN(C)CC=1C=C(OCCCN2C(C3=CC=CC=C3C2=O)=O)C=CC1 (2-[3-[3-(N,N-Dimethylaminomethyl)phenoxy]propyl]-1H-isoindole-1,3(2H)-dione), CN (methylamine). Solvent: CCOCC (ether). The product is NCCCOC=1C=C(C=CC1)CN(C)C (3-(3-Aminopropoxy)-N,N-dimethylbenzenemethanamine). Yield: 79.9%. Reaction SMILES: [CH3:1][N:2]([CH2:4][C:5]1[CH:6]=[C:7]([CH:23]=[CH:24][CH:25]=1)[O:8][CH2:9][CH2:10][CH2:11][N:12]1C(=O)C2C(=CC=CC=2)C1=O)[CH3:3].CN>CCOCC>[NH2:12][CH2:11][CH2:10][CH2:9][O:8][C:7]1[CH:6]=[C:5]([CH2:4][N:2]([CH3:1])[CH3:3])[CH:25]=[CH:24][CH:23]=1. Procedure: 2-[3-[3-(N,N-Dimethylaminomethyl)phenoxy]propyl]-1H-isoindole-1,3(2H)-dione (25 g) was treated with 30% ethanolic methylamine (150 ml). After 24 hr at room temperature ether (100 ml) was added and a solid was filtered off. The filtrate was distilled to give the title compound as a yellow oil (12.3 g) b.p. 102°-112° (0.2 mm). TLC silica; ethyl acetate:isopropanol:water:0.88 ammonia Rf 0.25. Reactants: C(CC(O)(C(=O)[O-])CC(=O)[O-])(=O)[O-].[Na+].[Na+].[Na+] (sodium citrate), DNA, Ficoll PVP, Ficoll, PEG 4000, P(=O)([O-])([O-])[O-].[Na+].[Na+].[Na+] (sodium phosphate), Ficoll PVP, [N-]=C=S.NC(=N)N (Guanidine isothiocyanate), C(=O)N (Formamide), Ficoll PVP, PVP, alcohol, Ficoll PVP, Ficoll, CCC(CC)COC(C1=CC=CC=C1)(C2=CC=CC=C2)C(=O)N(C)CC[NH+](C)C.[Cl-] (X-100), C([C@H]([C@@H](CS)O)O)S (DTT), C([C@@H]1[C@H]([C@@H]([C@H]([C@H](O1)O[C@]2([C@H]([C@@H]([C@H](O2)CO)O)O)CO)O)O)O)O (sucrose), C(CN(CC(=O)O)CC(=O)O)N(CC(=O)O)CC(=O)O (EDTA), C([C@@H]1[C@H]([C@@H]([C@H]([C@H](O1)O[C@]2([C@H]([C@@H]([C@H](O2)CO)O)O)CO)O)O)O)O (polysucrose), CCC(CC)COC(C1=CC=CC=C1)(C2=CC=CC=C2)C(=O)N(C)CC[NH+](C)C.[Cl-] (X-100), O(CC[*:2])[*:1].CCOCC (polyoxyethylene ether). Run in O (water), O (water), CN(C=O)C (dimethylformamide). Product: C1=CC2=C(C=C1N=C=S)C(=O)OC23C4=C(C=C(C=C4)O)OC5=C3C=CC(=C5)O (FITC). RXN SMILES: [C:1]([O-:13])(=O)[CH2:2][C:3]([CH2:8][C:9]([O-:11])=O)(C([O-])=O)[OH:4].[Na+].[Na+].[Na+].[CH:17]([NH2:19])=O.CCC(C[O:26][C:27](C(N(CC[NH+](C)C)C)=O)([C:34]1[CH:39]=[CH:38][CH:37]=[CH:36][CH:35]=1)C1C=CC=CC=1)CC.[Cl-].[N-]=C=S.NC(N)=N.P([O-])([O-])([O-])=O.[Na+].[Na+].[Na+].C(N([CH2:81][C:82](O)=O)CC(O)=O)CN(CC(O)=O)CC(O)=O.C(S)[C@@H](O)[C@H](O)C[SH:89].C(O)[C@H]1O[C@H](O[C@:101]2([CH2:110]O)[O:105][C@H:104]([CH2:106]O)[C@@H:103](O)[C@@H:102]2O)[C@H](O)[C@@H](O)[C@@H]1O>O.CN(C)C=O>[CH:37]1[C:36]([N:19]=[C:17]=[S:89])=[CH:35][C:34]2[C:27]([O:11][C:9]3([C:8]4[CH:81]=[CH:82][C:1]([OH:13])=[CH:2][C:3]=4[O:4][C:110]4[CH:106]=[C:104]([OH:105])[CH:103]=[CH:102][C:101]3=4)[C:39]=2[CH:38]=1)=[O:26] |f:0.1.2.3,5.6,7.8,9.10.11.12|. Procedure: 5× SSC (0.75M NACl, 0.075M sodium citrate); 30% Formamide (v/v); 3% Triton X-100 (v/v) (Triton X-100 is an alcohol derivative of polyoxyethylene ether, see Aldrich Chemical Co. catalogue for 1990-91); 0.4M Guanidine isothiocyanate; 0.16M sodium phosphate buffer (pH 6); 15× Ficoll/PVP (polysucrose 400,000 mol wt/polyvinyl pyrrolidone); 1 mg/ml Sheared Salmon Sperm DNA; 10 mM EDTA; 25 mM DTT; 5% PEG 4000. In the foregoing, 500× Ficoll/PVP is 5 g of Ficoll type 400 (polysucrose 400,00 mol wt) plus ...